This data is from the Open Reaction Database (ORD), a public repository of structured organic reaction records. The task is: describe an organic reaction: reactants, conditions, products, and yield Reactants: O=C([O-])[O-], CCOC(=O)c1ccc(-n2cc(C#N)c3ccc(O)cc32)cc1OCOC, O=C(NCCBr)OCc1ccccc1, CN(C)C=O, [K+], [K+], O. The product is CCOC(=O)c1ccc(-n2cc(C#N)c3ccc(OCCNC(=O)OCc4ccccc4)cc32)cc1OCOC. RXN SMILES: [C:42](=[O:43])([O-:44])[O-:45].[CH2:1]([CH3:2])[O:3][C:4]([c:5]1[c:6]([O:23][CH2:24][O:25][CH3:26])[cH:7][c:8](-[n:11]2[cH:12][c:13]([C:21]#[N:22])[c:14]3[cH:15][cH:16][c:17]([OH:20])[cH:18][c:19]23)[cH:9][cH:10]1)=[O:27].[CH2:28]([c:29]1[cH:30][cH:31][cH:32][cH:33][cH:34]1)[O:35][C:36]([NH:37][CH2:38][CH2:39][Br:40])=[O:41].[CH3:49][N:50]([CH3:51])[CH:52]=[O:53].[K+:46].[K+:47].[OH2:48]>>[CH2:1]([CH3:2])[O:3][C:4]([c:5]1[c:6]([O:23][CH2:24][O:25][CH3:26])[cH:7][c:8](-[n:11]2[cH:12][c:13]([C:21]#[N:22])[c:14]3[cH:15][cH:16][c:17]([O:20][CH2:39][CH2:38][NH:37][C:36]([O:35][CH2:28][c:29]4[cH:30][cH:31][cH:32][cH:33][cH:34]4)=[O:41])[cH:18][c:19]23)[cH:9][cH:10]1)=[O:27]. Starting materials: F[B-](F)(F)F.[Na+] (sodium tetrafluoroborate), N12CCN(CC1)CC2.F[B-](F)(F)F.F[B-](F)(F)F.F[N+]21CC[N+](CC2)(CC1)S(=O)(=O)C (1-Fluoro-4-methanesulfonyl-1,4-diazoniabicyclo[2.2.2]octane bis(tetrafluoroborate) 1,4-Diazabicyclo[2.2.2]octane), CS(=O)(=O)Cl (methanesulfonyl chloride). Run in C(C)#N (acetonitrile), O1CCCC1 (tetrahydrofuran). Conditions: time 8 hour. Yields the product F[B-](F)(F)F.CS(=O)(=O)[N+]12CCN(CC1)CC2 (1-methanesulfonyl-4-aza-1-azoniabicyclo[2.2.2]octane tetrafluoroborate). Reaction SMILES: N12CCN(CC1)CC2.[F:9][B-:10]([F:13])([F:12])[F:11].F[B-](F)(F)F.F[N+:20]12[CH2:27][CH2:26][N+:23]([S:28]([CH3:31])(=[O:30])=[O:29])([CH2:24][CH2:25]1)[CH2:22][CH2:21]2.CS(Cl)(=O)=O.F[B-](F)(F)F.[Na+]>O1CCCC1.C(#N)C>[F:9][B-:10]([F:13])([F:12])[F:11].[CH3:31][S:28]([N+:23]12[CH2:26][CH2:27][N:20]([CH2:25][CH2:24]1)[CH2:21][CH2:22]2)(=[O:29])=[O:30] |f:0.1.2.3,5.6,9.10|. Procedure details: 1-Fluoro-4-methanesulfonyl-1,4-diazoniabicyclo[2.2.2]octane bis(tetrafluoroborate) 1,4-Diazabicyclo[2.2.2]octane (11 g, 10 mmol) in tetrahydrofuran (100 mL) is reacted with methanesulfonyl chloride (11.5 g, 10 mmol) until the reaction is complete by TLC. The reaction is evaporated, diluted with acetonitrile (100 mL) and sodium tetrafluoroborate (40 g, 20 mmol) added. The solution is stirred overnight at room temperature and then filtered to remove all undissolved salts. The filtrate is evaporate... Starting materials: Cl (hydrochloric acid), N(=O)OCCC(C)C (isoamyl nitrite), C[O-].[Na+] (sodium methoxide), C(CC)(=O)C1=CC=NC=C1 (4-propionylpyridine). Solvent: CO (methanol), CO (methanol). Reaction conditions: time 3 hour. Yields the product ON=C(C(=O)C1=CC=NC=C1)C (4-(2-hydroxyiminopropionyl)pyridine). Reaction SMILES: [N:1](OCCC(C)C)=[O:2].C[O-].[Na+].[C:12]([C:16]1[CH:21]=[CH:20][N:19]=[CH:18][CH:17]=1)(=[O:15])[CH2:13][CH3:14].Cl>CO>[OH:2][N:1]=[C:13]([CH3:14])[C:12]([C:16]1[CH:21]=[CH:20][N:19]=[CH:18][CH:17]=1)=[O:15] |f:1.2|. Procedure: To a solution of isoamyl nitrite (2.6 ml) and sodium methoxide (28% in methanol, 3.4 ml) in methanol (40 ml) was added dropwise a solution of 4-propionylpyridine (2.0 g) in methanol (10 ml) under ice-cooling. The reaction mixture was stirred at ambient temperature for 3 hours, and then neutralized with 1N hydrochloric acid. After evaporation to remove methanol, the organic layer was extracted with ethyl acetate. The extract was washed with brine, dried over sodium sulfate, evaporated and tritura... Starting materials: NC=1C=C(C=NC1Cl)NC=C(C(=O)OCC)C(C1=C(C(=C(C(=C1)F)F)Cl)F)=O (ethyl 3-[(5-amino-6-chloropyridin-3-yl)amino]-2-(3-chloro-2,4,5-trifluorobenzoyl)acrylate), C([O-])([O-])=O.[K+].[K+] (potassium carbonate), ice water. The solvent is CN(C=O)C (N,N-dimethylformamide). Conditions: time 2 hour. Product: NC=1C=C(C=NC1Cl)N1C=C(C(C2=CC(=C(C(=C12)Cl)F)F)=O)C(=O)OCC (ethyl 1-(5-amino-6-chloropyridin-3-yl)-8-chloro-6,7-difluoro-4-oxo-1,4-dihydroquinoline-3-carboxylate). Yield: 72.8%. RXN SMILES: [NH2:1][C:2]1[CH:3]=[C:4]([NH:9][CH:10]=[C:11]([C:17](=[O:28])[C:18]2[CH:23]=[C:22]([F:24])[C:21]([F:25])=[C:20]([Cl:26])[C:19]=2F)[C:12]([O:14][CH2:15][CH3:16])=[O:13])[CH:5]=[N:6][C:7]=1[Cl:8].C(=O)([O-])[O-].[K+].[K+]>CN(C)C=O>[NH2:1][C:2]1[CH:3]=[C:4]([N:9]2[C:19]3[C:18](=[CH:23][C:22]([F:24])=[C:21]([F:25])[C:20]=3[Cl:26])[C:17](=[O:28])[C:11]([C:12]([O:14][CH2:15][CH3:16])=[O:13])=[CH:10]2)[CH:5]=[N:6][C:7]=1[Cl:8] |f:1.2.3|. Reported procedure: To a solution of 180 mg ethyl 3-[(5-amino-6-chloropyridin-3-yl)amino]-2-(3-chloro-2,4,5-trifluorobenzoyl)acrylate in 3 ml N,N-dimethylformamide was added 57 mg of potassium carbonate, and the mixture was stirred at room temperature for 2 hours. The reaction solution was poured into ice water, and extracted by adding ethyl acetate. The organic layer was separated and dried over magnesium sulfate, and the solvent was distilled off. The solid content was collected by filtration to obtain 125 mg of ...